From a dataset of the Open Reaction Database (ORD), a public repository of structured organic reaction records. describe an organic reaction: reactants, conditions, products, and yield Starting materials: O[C@H]1CO[C@H]2[C@@H]1N(C[C@@H]2OC)C(=O)OCC2C1=CC=CC=C1C=1C=CC=CC21 ((3R,3aR,6S,6aS)-(9H-Fluoren-9-yl)methyl 3-hydroxy-6-methoxytetrahydro-2H-furo[3,2-b]pyrrole-4(5H)-carboxylate), [H][H] (hydrogen). Reagents/catalysts: [Pd] (palladium on charcoal), [Pd] (palladium on charcoal), [Pd] (palladium on charcoal). The solvent is C(C)O (Ethanol). Reaction conditions: time 1.5 hour. Yields the product CO[C@@H]1[C@@H]2[C@H](NC1)[C@H](CO2)O ((3R,3aR,6S,6aS)-6-methoxyhexahydro-2H-furo[3,2-b]pyrrol-3-ol). RXN SMILES: [OH:1][C@@H:2]1[C@H:6]2[N:7](C(OCC3C4C=CC=CC=4C4C3=CC=CC=4)=O)[CH2:8][C@H:9]([O:10][CH3:11])[C@H:5]2[O:4][CH2:3]1.[H][H]>[Pd].C(O)C>[CH3:11][O:10][C@H:9]1[CH2:8][NH:7][C@@H:6]2[C@@H:2]([OH:1])[CH2:3][O:4][C@H:5]12. Procedure details: (3R,3aR,6S,6aS)-(9H-Fluoren-9-yl)methyl 3-hydroxy-6-methoxytetrahydro-2H-furo[3,2-b]pyrrole-4(5H)-carboxylate (6b). Ethanol (15 mL) was added dropwise to a mixture of 10% palladium on charcoal (30 mg) and anti-(31) (315 mg, 1.07 mmol) under an atmosphere of argon. The argon was replaced by hydrogen then the suspension was stirred for 1.5 hours then 10% palladium on charcoal (30 mg) was added. The mixture was stirred for 2 hours then 10% palladium on charcoal (50 mg) was added. The mixture was st... Starting materials: ClC=1C=[N+](C=CC1C#N)[O-] (3-chloro-4-cyanopyridine N-oxide), P(=O)(Cl)(Cl)Cl (phosphorus oxychloride), C(O)([O-])=O.[Na+] (sodium hydrogen carbonate). Yields the product C(#N)C1=CC(=NC=C1Cl)Cl (4-cyano-2,5-dichloropyridine), C(#N)C1=C(C(=NC=C1)Cl)Cl (4-cyano-2,3-dichloropyridine). Reaction SMILES: [Cl:1][C:2]1[CH:3]=[N+:4]([O-])[CH:5]=[CH:6][C:7]=1[C:8]#[N:9].C(=O)([O-])O.[Na+].P(Cl)(Cl)([Cl:18])=O>>[C:8]([C:7]1[C:2]([Cl:1])=[CH:3][N:4]=[C:5]([Cl:18])[CH:6]=1)#[N:9].[C:8]([C:7]1[CH:6]=[CH:5][N:4]=[C:3]([Cl:18])[C:2]=1[Cl:1])#[N:9] |f:1.2|. Reported procedure: 9.6 g of 3-chloro-4-cyanopyridine was dissolved in 70 ml of dichloromethane. Then, 23.2 g of a 31% hydrogen peroxide aqueous solution and 16.0 g of trifluoroacetic acid were added thereto, and the mixture was stirred overnight at room temperature. After completion of the reaction, the reaction solution was extracted with dichloromethane. The organic layer was washed sequentially with an aqueous sodium hydrogen carbonate solution and an aqueous sodium hydrogen sulfite solution and the dried over ... Starting materials: [Sn](Cl)(Cl)(Cl)Cl (tin chloride), N1=C(C=CC2=CC=CC=C12)COC1=CC=C(C=C1)N (4-(Quinolin-2-ylmethoxy)-phenylamine), N(=O)[O-].[Na+] (sodium nitrite). Solvent: Cl (HCl), Cl (HCl). Reaction conditions: time 3 hour. Yields the product N1=C(C=CC2=CC=CC=C12)COC1=CC=C(C=C1)NN ([4-(Quinolin-2-ylmethoxy)-phenyl]-hydrazine), salt. Reaction SMILES: [N:1]1[C:10]2[C:5](=[CH:6][CH:7]=[CH:8][CH:9]=2)[CH:4]=[CH:3][C:2]=1[CH2:11][O:12][C:13]1[CH:18]=[CH:17][C:16]([NH2:19])=[CH:15][CH:14]=1.[N:20]([O-])=O.[Na+].[Sn](Cl)(Cl)(Cl)Cl>Cl>[N:1]1[C:10]2[C:5](=[CH:6][CH:7]=[CH:8][CH:9]=2)[CH:4]=[CH:3][C:2]=1[CH2:11][O:12][C:13]1[CH:14]=[CH:15][C:16]([NH:19][NH2:20])=[CH:17][CH:18]=1 |f:1.2|. Reported procedure: To a suspension of 4-(Quinolin-2-ylmethoxy)-phenylamine (1.73 g) in 30 mL of concentrated HCl at 0° C. was added sodium nitrite (531 mg). After 3 h, tin chloride (3.95 g) was dissolved in 20 mL of concentrated HCl and added slowly dropwise and the reaction mixture stirred at ambient temperature for 18 h. The reaction mixture was filtered and the solid dried to provide the title compound as the HCL salt (3.94 g). MS: (M+H m/z=266.3). Starting materials: C1(=CC=CC=C1)C(N1CC(C1)OS(=O)(=O)C)C1=CC=CC=C1 (1-diphenylmethyl-3-methanesulphonyloxyazetidine), NS(=O)(=O)N1CCNCC1 (1-aminosulphonylpiperazine). Run in C(C)#N (acetonitrile). Yields the product NS(=O)(=O)N1CCN(CC1)C1CN(C1)C(C1=CC=CC=C1)C1=CC=CC=C1 (1-Aminosulphonyl-4-(1-diphenylmethylazetidin-3-yl)piperazine). The yield is 8.1%. Reaction SMILES: [C:1]1([CH:7]([C:17]2[CH:22]=[CH:21][CH:20]=[CH:19][CH:18]=2)[N:8]2[CH2:11][CH:10](OS(C)(=O)=O)[CH2:9]2)[CH:6]=[CH:5][CH:4]=[CH:3][CH:2]=1.[NH2:23][S:24]([N:27]1[CH2:32][CH2:31][NH:30][CH2:29][CH2:28]1)(=[O:26])=[O:25]>C(#N)C>[NH2:23][S:24]([N:27]1[CH2:32][CH2:31][N:30]([CH:10]2[CH2:9][N:8]([CH:7]([C:1]3[CH:2]=[CH:3][CH:4]=[CH:5][CH:6]=3)[C:17]3[CH:18]=[CH:19][CH:20]=[CH:21][CH:22]=3)[CH2:11]2)[CH2:29][CH2:28]1)(=[O:26])=[O:25]. Procedure details: A solution of 1-diphenylmethyl-3-methanesulphonyloxyazetidine (see Preparation 54) (4.8 g, 15.1 mmol) and 1-aminosulphonylpiperazine (see Example 123(f)) (5 g) in acetonitrile (50 ml) was heated under reflux for 4 hours. The reaction was cooled and the solid filtered off and washed with acetonitrile (50 ml). The filtrate was concentrated under reduced pressure and the residue slurried in hot toluene (50 ml), cooled, the solid filtered off and washed with toluene (50 ml). The product was then fur... The reactants are OC(=S)c1ccccc1, C=CCOC(=O)N1CC(O)CC1Cc1ncc2sccn12, C1CCOC1, CCOC(=O)N=NC(=O)OCC, c1ccc(P(c2ccccc2)c2ccccc2)cc1. Yields the product C=CCOC(=O)N1CC(SC(=O)c2ccccc2)CC1Cc1ncc2sccn12. RXN SMILES: [C:53]([c:54]1[cH:55][cH:56][cH:57][cH:58][cH:59]1)(=[S:60])[OH:61].[CH2:13]([CH:14]=[CH2:15])[O:16][C:17](=[O:18])[N:19]1[CH2:20][CH:21]([OH:33])[CH2:22][CH:23]1[CH2:24][c:25]1[n:26][cH:27][c:28]2[s:29][cH:30][cH:31][n:32]12.[CH2:62]1[O:63][CH2:64][CH2:65][CH2:66]1.[O:1]=[C:2]([O:3][CH2:4][CH3:5])[N:6]=[N:7][C:8]([O:9][CH2:10][CH3:11])=[O:12].[c:34]1([P:35]([c:36]2[cH:37][cH:38][cH:39][cH:40][cH:41]2)[c:42]2[cH:43][cH:44][cH:45][cH:46][cH:47]2)[cH:48][cH:49][cH:50][cH:51][cH:52]1>>[CH2:13]([CH:14]=[CH2:15])[O:16][C:17](=[O:18])[N:19]1[CH2:20][CH:21]([S:60][C:53]([c:54]2[cH:55][cH:56][cH:57][cH:58][cH:59]2)=[O:61])[CH2:22][CH:23]1[CH2:24][c:25]1[n:26][cH:27][c:28]2[s:29][cH:30][cH:31][n:32]12. Reactants: C(C)OC(=O)C1(CC2=CC=C(C=C2C1)Br)NC(C1=C(C(=CC=C1)C)OC1CCC1)=O (5-Bromo-2-(2-cyclobutoxy-3-methyl-benzoylamino)-indan-2-carboxylic acid ethyl ester), [OH-].[K+] (KOH), O (water). Solvent: CCO (EtOH). Conditions: time 8 hour. Product: BrC=1C=C2CC(CC2=CC1)(C(=O)O)NC(C1=C(C(=CC=C1)C)OC1CCC1)=O (5-Bromo-2-(2-cyclobutoxy-3-methyl-benzoylamino)-indan-2-carboxylic acid). The yield is 93.4%. Reaction SMILES: C([O:3][C:4]([C:6]1([NH:16][C:17](=[O:30])[C:18]2[CH:23]=[CH:22][CH:21]=[C:20]([CH3:24])[C:19]=2[O:25][CH:26]2[CH2:29][CH2:28][CH2:27]2)[CH2:14][C:13]2[C:8](=[CH:9][CH:10]=[C:11]([Br:15])[CH:12]=2)[CH2:7]1)=[O:5])C.[OH-].[K+].O>CCO>[Br:15][C:11]1[CH:12]=[C:13]2[C:8](=[CH:9][CH:10]=1)[CH2:7][C:6]([NH:16][C:17](=[O:30])[C:18]1[CH:23]=[CH:22][CH:21]=[C:20]([CH3:24])[C:19]=1[O:25][CH:26]1[CH2:27][CH2:28][CH2:29]1)([C:4]([OH:5])=[O:3])[CH2:14]2 |f:1.2|. Procedure details: The mixture 5-bromo-2-(2-cyclobutoxy-3-methyl-benzoylamino)-indan-2-carboxylic acid ethyl ester (100) (442 mg, 0.94 mmol) and KOH (700 mg, 12 mmol) is dissolved in EtOH (10 mL) and water (1 mL) under a water bath. The water bath is removed when KOH is completely dissolved and the resulting reaction solution is stirred at RT for 8 h. After concentration in vacuo, the residue is dissolved in water (30 mL) and acidified with conc. HCl until no more white precipitate formed. The precipitate is filte... Reactants: COC1=C2CCCC2=CC(=C1OC)C=O (4,5-dimethoxy-6-indanaldehyde), C(C)(=O)[O-].[NH4+] (ammonium acetate), [N+](=O)([O-])C (nitromethane). Run in C(C)(=O)O (acetic acid). Yields the product COC1=C2CCCC2=CC(=C1OC)C=C[N+](=O)[O-] (4,5-Dimethoxy-6-nitrovinylindane). Reaction SMILES: [CH3:1][O:2][C:3]1[C:11]([O:12][CH3:13])=[C:10]([CH:14]=O)[CH:9]=[C:8]2[C:4]=1[CH2:5][CH2:6][CH2:7]2.C([O-])(=O)C.[NH4+].[N+:21]([CH3:24])([O-:23])=[O:22]>C(O)(=O)C>[CH3:1][O:2][C:3]1[C:11]([O:12][CH3:13])=[C:10]([CH:14]=[CH:24][N+:21]([O-:23])=[O:22])[CH:9]=[C:8]2[C:4]=1[CH2:5][CH2:6][CH2:7]2 |f:1.2|. Reported procedure: In a 2 liter 3-necked flask fitted with a condenser and thermometer and magnetically stirred, 126.7 g (0.613 mole) of 4,5-dimethoxy-6-indanaldehyde, 29.3 g (0.380 mole) of ammonium acetate, 127 ml (2.82 mole) of nitromethane and 390 ml of acetic acid were heated at 112°C for 45 minutes. After cooling in the refrigerator and scratching with a glass rod the solution crystallized. After filtering and washing with cold acetic acid the product was dried under vacuum overnight and recrystallized from ... The reactants are [BH4-].[Na+] (Sodium borohydride), C1(CC1)C1=CC=C(C=C1)C(=O)C1=C(C=NC=C1)O[C@H]1[C@@H]([C@H]([C@@H]([C@H](C1)COCC1=CC=CC=C1)OCC1=CC=CC=C1)OCC1=CC=CC=C1)OCC1=CC=CC=C1 ((4-cyclo-propylphenyl)-[3-((1R,2S,3S,4R,5R)-2,3,4-trisbenzyloxy-5-benzyloxymethylcyclohexyloxy)pyridin-4-yl]methanone), C(O)([O-])=O.[Na+] (sodium hydrogencarbonate), S(O)(O)(=O)=O (sulfuric acid). The solvent is C1CCOC1 (THF), O (water), C1CCOC1 (THF). Conditions: time 14.5 hour. The product is C1(CC1)C1=CC=C(C=C1)C(O)C1=C(C=NC=C1)O[C@H]1[C@@H]([C@H]([C@@H]([C@H](C1)COCC1=CC=CC=C1)OCC1=CC=CC=C1)OCC1=CC=CC=C1)OCC1=CC=CC=C1 ((4-Cyclopropylphenyl)-[3-((1R,2S,3S,4R,5R)-2,3,4-trisbenzyloxy-5-benzyloxymethylcyclo-hexyloxy)pyridin-4-yl]methanol). Isolated yield 101.0%. RXN SMILES: [BH4-].[Na+].[CH:3]1([C:6]2[CH:11]=[CH:10][C:9]([C:12]([C:14]3[CH:19]=[CH:18][N:17]=[CH:16][C:15]=3[O:20][C@@H:21]3[CH2:26][C@H:25]([CH2:27][O:28][CH2:29][C:30]4[CH:35]=[CH:34][CH:33]=[CH:32][CH:31]=4)[C@@H:24]([O:36][CH2:37][C:38]4[CH:43]=[CH:42][CH:41]=[CH:40][CH:39]=4)[C@H:23]([O:44][CH2:45][C:46]4[CH:51]=[CH:50][CH:49]=[CH:48][CH:47]=4)[C@H:22]3[O:52][CH2:53][C:54]3[CH:59]=[CH:58][CH:57]=[CH:56][CH:55]=3)=[O:13])=[CH:8][CH:7]=2)[CH2:5][CH2:4]1.S(=O)(=O)(O)O.C(=O)([O-])O.[Na+]>C1COCC1.O>[CH:3]1([C:6]2[CH:7]=[CH:8][C:9]([CH:12]([C:14]3[CH:19]=[CH:18][N:17]=[CH:16][C:15]=3[O:20][C@@H:21]3[CH2:26][C@H:25]([CH2:27][O:28][CH2:29][C:30]4[CH:35]=[CH:34][CH:33]=[CH:32][CH:31]=4)[C@@H:24]([O:36][CH2:37][C:38]4[CH:39]=[CH:40][CH:41]=[CH:42][CH:43]=4)[C@H:23]([O:44][CH2:45][C:46]4[CH:51]=[CH:50][CH:49]=[CH:48][CH:47]=4)[C@H:22]3[O:52][CH2:53][C:54]3[CH:59]=[CH:58][CH:57]=[CH:56][CH:55]=3)[OH:13])=[CH:10][CH:11]=2)[CH2:5][CH2:4]1 |f:0.1,4.5|. Procedure: Sodium borohydride (40 mg, 1.06 mmol) was added to a solution of (4-cyclo-propylphenyl)-[3-((1R,2S,3S,4R,5R)-2,3,4-trisbenzyloxy-5-benzyloxymethylcyclohexyloxy)pyridin-4-yl]methanone (0.20 g, 0.26 mmol) in THF (1.37 mL) and water (0.67 mL) under cooling with ice and the reaction mixture was stirred at room temperature for 14.5 hours. To the reaction mixture, THF was added, and concentrated sulfuric acid (0.2 mL) was added thereto under cooling with ice and the reaction mixture was stirred for 10... Starting materials: C(C)(=O)[O-].[NH4+] (ammonium acetate), C(C)OC(CC#N)=O (cyanoacetic acid ethyl ester), CC(C(C)=O)(C)C (3,3-dimethyl-2-butanone), CC1=CC=C(C=O)C=C1 (4-methylbenzaldehyde). Solvent: C(C)O (ethanol). Reaction conditions: temperature 20 celsius. Yields the product C(C)(C)(C)C1=CC(=C(C(N1)=O)C#N)C1=CC=C(C=C1)C (6-tert-Butyl-2-oxo-4-p-tolyl-1,2-dihydro-pyridine-3-carbonitrile). Reaction SMILES: C([O-])(=O)C.[NH4+:5].C(O[C:9](=[O:13])[CH2:10][C:11]#[N:12])C.[CH3:14][C:15]([CH3:20])([CH3:19])[C:16](=O)[CH3:17].[CH3:21][C:22]1[CH:29]=[CH:28][C:25]([CH:26]=O)=[CH:24][CH:23]=1>C(O)C>[C:15]([C:16]1[NH:5][C:9](=[O:13])[C:10]([C:11]#[N:12])=[C:21]([C:22]2[CH:29]=[CH:28][C:25]([CH3:26])=[CH:24][CH:23]=2)[CH:17]=1)([CH3:20])([CH3:19])[CH3:14] |f:0.1|. Reported procedure: A solution of 5.13 g of ammonium acetate, 886 μl of cyanoacetic acid ethyl ester, 1.03 ml of 3,3-dimethyl-2-butanone and 1 g of 4-methylbenzaldehyde in 40 ml of ethanol is stirred for 6 hours at 80° C. Then, it is stirred for 5 more hours at 20° C. The precipitated product is filtered off. The filtrate is rewashed with ethanol and hexane. 630 mg of product is obtained. Reactants: CC(C)(C)c1cc(NC(=O)Nc2cc(O)ccc2F)n(-c2ccccc2)n1, O=C([O-])[O-], COc1cc2ncnc(Cl)c2cc1OC, [K+], [K+], CN(C)C=O, O. Yields the product COc1cc2ncnc(Oc3ccc(F)c(NC(=O)Nc4cc(C(C)(C)C)nn4-c4ccccc4)c3)c2cc1OC. As a reaction SMILES: [C:1]([CH3:2])([CH3:3])([CH3:4])[c:5]1[n:6][n:7](-[c:22]2[cH:23][cH:24][cH:25][cH:26][cH:27]2)[c:8]([NH:10][C:11](=[O:12])[NH:13][c:14]2[c:15]([F:21])[cH:16][cH:17][c:18]([OH:20])[cH:19]2)[cH:9]1.[C:43](=[O:44])([O-:45])[O-:46].[Cl:28][c:29]1[n:30][cH:31][n:32][c:33]2[cH:34][c:35]([O:41][CH3:42])[c:36]([O:39][CH3:40])[cH:37][c:38]12.[K+:47].[K+:48].[O:50]=[CH:51][N:52]([CH3:53])[CH3:54].[OH2:49]>>[C:1]([CH3:2])([CH3:3])([CH3:4])[c:5]1[n:6][n:7](-[c:22]2[cH:23][cH:24][cH:25][cH:26][cH:27]2)[c:8]([NH:10][C:11](=[O:12])[NH:13][c:14]2[c:15]([F:21])[cH:16][cH:17][c:18]([O:20][c:29]3[n:30][cH:31][n:32][c:33]4[cH:34][c:35]([O:41][CH3:42])[c:36]([O:39][CH3:40])[cH:37][c:38]34)[cH:19]2)[cH:9]1.